This data is from the Open Reaction Database (ORD), a public repository of structured organic reaction records. The task is: describe an organic reaction: reactants, conditions, products, and yield Starting materials: O=Cc1ccccc1, OCc1ccccc1, OO, [Pt]. Yields the product O=C(O)c1ccccc1. As a reaction SMILES: [CH:11](=[O:12])[c:13]1[cH:14][cH:15][cH:16][cH:17][cH:18]1.[OH:1][CH2:2][c:3]1[cH:4][cH:5][cH:6][cH:7][cH:8]1.[OH:9][OH:10].[Pt:19]>>[OH:1][C:2]([c:3]1[cH:4][cH:5][cH:6][cH:7][cH:8]1)=[O:12]. The product is O=C(NC1CCN(CCN2CCCCCC2)CC1)c1cc2c(OCc3ccco3)cccc2[nH]1. Reaction SMILES: [ClH:20].[ClH:21].[ClH:22].[N:23]1([CH2:30][CH2:31][N:32]2[CH2:33][CH2:34][CH:35]([NH2:38])[CH2:36][CH2:37]2)[CH2:24][CH2:25][CH2:26][CH2:27][CH2:28][CH2:29]1.[o:1]1[c:2]([CH2:6][O:7][c:8]2[c:9]3[cH:10][c:11]([C:17](=[O:18])[OH:19])[nH:12][c:13]3[cH:14][cH:15][cH:16]2)[cH:3][cH:4][cH:5]1>>[o:1]1[c:2]([CH2:6][O:7][c:8]2[c:9]3[cH:10][c:11]([C:17](=[O:19])[NH:38][CH:35]4[CH2:34][CH2:33][N:32]([CH2:31][CH2:30][N:23]5[CH2:24][CH2:25][CH2:26][CH2:27][CH2:28][CH2:29]5)[CH2:37][CH2:36]4)[nH:12][c:13]3[cH:14][cH:15][cH:16]2)[cH:3][cH:4][cH:5]1. Reactants: Cl, Cl, Cl, NC1CCN(CCN2CCCCCC2)CC1, O=C(O)c1cc2c(OCc3ccco3)cccc2[nH]1. The reactants are ClCCl, OCc1cnc2n1CCc1ccccc1C2=C1CCN(CCc2ccc(OCc3ccc4ccccc4n3)cc2)CC1. Yields the product O=Cc1cnc2n1CCc1ccccc1C2=C1CCN(CCc2ccc(OCc3ccc4ccccc4n3)cc2)CC1. As a reaction SMILES: [Cl:43][CH2:44][Cl:45].[n:1]1[c:2]([CH2:11][O:12][c:13]2[cH:14][cH:15][c:16]([CH2:19][CH2:20][N:21]3[CH2:22][CH2:23][C:24](=[C:27]4[c:28]5[n:29]([c:38]([CH2:41][OH:42])[cH:39][n:40]5)[CH2:30][CH2:31][c:32]5[c:33]4[cH:34][cH:35][cH:36][cH:37]5)[CH2:25][CH2:26]3)[cH:17][cH:18]2)[cH:3][cH:4][c:5]2[cH:6][cH:7][cH:8][cH:9][c:10]12>>[n:1]1[c:2]([CH2:11][O:12][c:13]2[cH:14][cH:15][c:16]([CH2:19][CH2:20][N:21]3[CH2:22][CH2:23][C:24](=[C:27]4[c:28]5[n:29]([c:38]([CH:41]=[O:42])[cH:39][n:40]5)[CH2:30][CH2:31][c:32]5[c:33]4[cH:34][cH:35][cH:36][cH:37]5)[CH2:25][CH2:26]3)[cH:17][cH:18]2)[cH:3][cH:4][c:5]2[cH:6][cH:7][cH:8][cH:9][c:10]12. Starting materials: O (H2O), BrC1=C(C=C(C(=C1)I)OC)Cl (1-bromo-2-chloro-5-iodo-4-methoxybenzene), N[C@H](C(=O)O)C ((S)-2-aminopropanoic acid), C1(=CC=CC=C1)NN=CC1=C(C=CC=C1)O (2-hydroxybenzaldehyde phenylhydrazone), K3PO4.3H2O. Reagents/catalysts: [Cu]I (CuI). The solvent is CCOCC (Et2O), CN(C)C=O (DMF). Conditions: temperature 80 celsius, time 16 hour. Yields the product BrC=1C(=CC(=C(C1)N[C@H](C(=O)O)C)OC)Cl ((S)-2-(5-Bromo-4-chloro-2-methoxyphenylamino)propanoic acid). Isolated yield 63.8%. As a reaction SMILES: [Br:1][C:2]1[CH:7]=[C:6](I)[C:5]([O:9][CH3:10])=[CH:4][C:3]=1[Cl:11].[NH2:12][C@@H:13]([CH3:17])[C:14]([OH:16])=[O:15].C1(NN=CC2C=CC=CC=2O)C=CC=CC=1.O>CN(C=O)C.[Cu]I.CCOCC>[Br:1][C:2]1[C:3]([Cl:11])=[CH:4][C:5]([O:9][CH3:10])=[C:6]([NH:12][C@@H:13]([CH3:17])[C:14]([OH:16])=[O:15])[CH:7]=1. Procedure details: A mixture of 1-bromo-2-chloro-5-iodo-4-methoxybenzene (3 g, 8.64 mmol), (S)-2-aminopropanoic acid (769 mg, 8.64 mmol), CuI (164 mg, 0.864 mmol), 2-hydroxybenzaldehyde phenylhydrazone (366 mg, 1.73 mmol), K3PO4.3H2O (4.6 g, 17.28 mmol) in DMF (10 mL) was stirred under argon at 80° C. for 16 h. The mixture was allowed to cool to RT, H2O and Et2O were added to the solution. The resulting solution was partitioned into two phases, the aqueous phase was separated, and the organic layer was extracted w... Starting materials: C(CCC)[Li] (n-butyl lithium), O1CCCC1 (tetrahydrofuran), CN(C(C1=C(C=CC(=C1)Cl)N)=O)OC (N-methyl-N-methyloxy-2-amino-5-chlorobenzamide), C(C)(C)(C)OC(=O)NCC1=CC=C(C=C1)Br (N-tert-butoxycarbonyl-4-bromobenzylamine). Run in CCCCCC (hexane), C(C)OC(C)=O (acetic acid ethyl ester), O (water). Product: NC1=C(C(=O)C2=CC=C(C=C2)CNC(=O)OC(C)(C)C)C=C(C=C1)Cl (2-amino-4′-tert-butoxycarbonylaminomethyl-5-chlorobenzophenone). Yield: 25.0%. RXN SMILES: O1CCCC1.CN(OC)[C:8](=[O:17])[C:9]1[CH:14]=[C:13]([Cl:15])[CH:12]=[CH:11][C:10]=1[NH2:16].[C:20]([O:24][C:25]([NH:27][CH2:28][C:29]1[CH:34]=[CH:33][C:32](Br)=[CH:31][CH:30]=1)=[O:26])([CH3:23])([CH3:22])[CH3:21].C([Li])CCC>C(OC(=O)C)C.O.CCCCCC>[NH2:16][C:10]1[CH:11]=[CH:12][C:13]([Cl:15])=[CH:14][C:9]=1[C:8]([C:32]1[CH:31]=[CH:30][C:29]([CH2:28][NH:27][C:25]([O:24][C:20]([CH3:23])([CH3:22])[CH3:21])=[O:26])=[CH:34][CH:33]=1)=[O:17]. Procedure details: A tetrahydrofuran (30 ml) solution of N-methyl-N-methyloxy-2-amino-5-chlorobenzamide (3.21 g) and N-tert-butoxycarbonyl-4-bromobenzylamine (2.86 g) was cooled to −78° C. To the solution kas gradually added dropwise a hexane solution of n-butyl lithium (1.6 mol/L) (31 ml). To the mixture were then added water (100 ml) and acetic acid ethyl ester (100 ml). The organic layer was washed with water and dried over anhydrous MgSO4. The solvent was then distilled off, and the residue was purified by mea... Reactants: O (water), FC(C=1C=C(CN(C(OCC2=CC=CC=C2)=O)C2=NC=C(C=N2)Br)C=C(C1)C(F)(F)F)(F)F (Benzyl (3,5-bis-trifluoromethyl-benzyl)-(5-bromo-pyrimidin-2-yl)-carbamate), C(C)(=O)[O-].[K+] (potassium acetate), B1(OC(C(O1)(C)C)(C)C)B2OC(C(O2)(C)C)(C)C (bis(pinacolato)diboron). Solvent: C(C)(=O)OCC (ethyl acetate), CS(=O)C (dimethylsulfoxide). Reaction conditions: temperature 80 celsius, time 30 minute. Product: FC(C=1C=C(CN(C(OCC2=CC=CC=C2)=O)C2=NC=C(C=N2)O)C=C(C1)C(F)(F)F)(F)F (benzyl (3,5-bis-trifluoromethyl-benzyl)-(5-hydroxy-pyrimidin-2-yl)-carbamate). Yield: 95.6%. Reaction SMILES: [F:1][C:2]([F:33])([F:32])[C:3]1[CH:4]=[C:5]([CH:25]=[C:26]([C:28]([F:31])([F:30])[F:29])[CH:27]=1)[CH2:6][N:7]([C:18]1[N:23]=[CH:22][C:21](Br)=[CH:20][N:19]=1)[C:8](=[O:17])[O:9][CH2:10][C:11]1[CH:16]=[CH:15][CH:14]=[CH:13][CH:12]=1.C([O-])(=[O:36])C.[K+].B1(B2OC(C)(C)C(C)(C)O2)OC(C)(C)C(C)(C)O1.O>CS(C)=O.C(OCC)(=O)C>[F:1][C:2]([F:33])([F:32])[C:3]1[CH:4]=[C:5]([CH:25]=[C:26]([C:28]([F:31])([F:30])[F:29])[CH:27]=1)[CH2:6][N:7]([C:18]1[N:23]=[CH:22][C:21]([OH:36])=[CH:20][N:19]=1)[C:8](=[O:17])[O:9][CH2:10][C:11]1[CH:16]=[CH:15][CH:14]=[CH:13][CH:12]=1 |f:1.2|. Procedure: Benzyl (3,5-bis-trifluoromethyl-benzyl)-(5-bromo-pyrimidin-2-yl)-carbamate (11.5 g), [1,1′-bis(diphenylphosphino)ferrocene]-dichloropalladium dichloromethane complex (3.51 g), potassium acetate (6.33 g) and bis(pinacolato)diboron (10.9 g) are dissolved in dimethylsulfoxide (75 ml), and the mixture is heated to 80° C. under nitrogen atmosphere and stirred for 30 minutes. The reaction solution is cooled to room temperature and thereto are added water and ethyl acetate, and the insoluble materials ... The reactants are C(CCCCCCCCCCC)(=O)NCCCCCC(=O)O (N-lauroyl-6-aminocaproic acid), CS(=O)(=O)O (methanesulfonic acid), OO (hydrogen peroxide). Run in C(C)(=O)OCC (Ethyl acetate). Conditions: temperature -15 celsius. Product: C(CCCCCCCCCCC)(=O)NCCCCCC(=O)OO (N-Lauroyl-6-Aminoperoxycaproic Acid). RXN SMILES: [C:1]([NH:14][CH2:15][CH2:16][CH2:17][CH2:18][CH2:19][C:20]([OH:22])=[O:21])(=[O:13])[CH2:2][CH2:3][CH2:4][CH2:5][CH2:6][CH2:7][CH2:8][CH2:9][CH2:10][CH2:11][CH3:12].CS(O)(=O)=[O:25].OO>C(OCC)(=O)C>[C:1]([NH:14][CH2:15][CH2:16][CH2:17][CH2:18][CH2:19][C:20]([O:22][OH:25])=[O:21])(=[O:13])[CH2:2][CH2:3][CH2:4][CH2:5][CH2:6][CH2:7][CH2:8][CH2:9][CH2:10][CH2:11][CH3:12]. Reported procedure: A 250 mL beaker was charged with 35.0 g (0.112 mol) of N-lauroyl-6-aminocaproic acid and 70 mL of 98% methanesulfonic acid. The resulting solution was cooled in an ice bath and, with stirring, 21.2 g of 90% hydrogen peroxide (19.0 g, 0.559 mol of hydrogen peroxide) was added dropwise at a rate so that the temperature of the reaction mixture did not rise above 20° C. (required 15 min.). The resulting solution was stirred at room temperature for 3 hrs., cooled to -15° C., and poured over ice. Ethy... The reactants are C1CCOC1, C1CCNC1, CO, c1ccc(Oc2cccc(C3=NCCC3)c2)cc1, [SiH3]c1ccccc1. Yields the product c1ccc(Oc2cccc(C3CCCN3)c2)cc1. Reaction SMILES: [CH2:33]1[O:34][CH2:35][CH2:36][CH2:37]1.[CH2:8]1[CH2:9][NH:10][CH2:11][CH2:12]1.[CH3:13][OH:14].[O:15]([c:16]1[cH:17][cH:18][cH:19][cH:20][cH:21]1)[c:22]1[cH:23][c:24]([C:28]2=[N:32][CH2:31][CH2:30][CH2:29]2)[cH:25][cH:26][cH:27]1.[c:1]1([SiH3:2])[cH:3][cH:4][cH:5][cH:6][cH:7]1>>[O:15]([c:16]1[cH:17][cH:18][cH:19][cH:20][cH:21]1)[c:22]1[cH:23][c:24]([CH:28]2[CH2:29][CH2:30][CH2:31][NH:32]2)[cH:25][cH:26][cH:27]1. The reactants are CC(C)(C)[Si](C)(C)Cl, ClCCl, Oc1cccc(I)c1, c1c[nH]cn1. The product is CC(C)(C)[Si](C)(C)Oc1cccc(I)c1. RXN SMILES: [C:14]([CH3:15])([CH3:16])([CH3:17])[Si:18]([Cl:19])([CH3:20])[CH3:21].[Cl:22][CH2:23][Cl:24].[OH:1][c:2]1[cH:3][cH:4][cH:5][c:6]([I:7])[cH:8]1.[nH:9]1[cH:10][cH:11][n:12][cH:13]1>>[O:1]([c:2]1[cH:3][cH:4][cH:5][c:6]([I:7])[cH:8]1)[Si:18]([C:14]([CH3:15])([CH3:16])[CH3:17])([CH3:20])[CH3:21].